Dataset: the Open Reaction Database (ORD), a public repository of structured organic reaction records. Task: describe an organic reaction: reactants, conditions, products, and yield Reactants: N1C=C(C=2C1=NC=CC2)C=C2C(C(=C(O2)NC2CCCCCC2)C(=O)OCC)=O (Ethyl 5-[(1H-pyrrolo[2,3-b]pyridin-3-yl)methylene]-2-(cycloheptylamino)-4-oxo-4,5-dihydrofuran-3-carboxylate). The solvent is CN(C=O)C (N,N-dimethylformamide). Product: N1C=C(C=2C1=NC=CC2)C=C2OC(=CC2=O)NC2CCCCCC2 (2-[(1H-Pyrrolo[2,3-b]pyridin-3-yl)methylene]-5-(cycloheptylamino)furan-3(2H)-one). Yield: 12.4%. As a reaction SMILES: [NH:1]1[C:5]2=[N:6][CH:7]=[CH:8][CH:9]=[C:4]2[C:3]([CH:10]=[C:11]2[O:15][C:14]([NH:16][CH:17]3[CH2:23][CH2:22][CH2:21][CH2:20][CH2:19][CH2:18]3)=[C:13](C(OCC)=O)[C:12]2=[O:29])=[CH:2]1>CN(C)C=O>[NH:1]1[C:5]2=[N:6][CH:7]=[CH:8][CH:9]=[C:4]2[C:3]([CH:10]=[C:11]2[C:12](=[O:29])[CH:13]=[C:14]([NH:16][CH:17]3[CH2:18][CH2:19][CH2:20][CH2:21][CH2:22][CH2:23]3)[O:15]2)=[CH:2]1. Procedure: A solution of the compound (0.040 g, 0.10 mmol) of Example 59 in N,N-dimethylformamide (2.0 mL) was refluxed for 8 h. Cooled to ambient temperature, the reaction mixture was purified by preparative HPLC to afford the titled compound as solid (0.0040 g, y. 12%). The reactants are COC(=O)c1cccc(C2=C(Br)CCC2)n1, OB(O)c1cc(C(F)(F)F)ccc1OCc1ccc(F)cc1F. The product is COC(=O)c1cccc(C2=C(c3cc(C(F)(F)F)ccc3OCc3ccc(F)cc3F)CCC2)n1. RXN SMILES: [CH3:1][O:2][C:3](=[O:4])[c:5]1[n:6][c:7]([C:11]2=[C:12]([Br:16])[CH2:13][CH2:14][CH2:15]2)[cH:8][cH:9][cH:10]1.[F:17][c:18]1[c:19]([CH2:20][O:21][c:22]2[c:23]([B:32]([OH:33])[OH:34])[cH:24][c:25]([C:28]([F:29])([F:30])[F:31])[cH:26][cH:27]2)[cH:35][cH:36][c:37]([F:39])[cH:38]1>>[CH3:1][O:2][C:3](=[O:4])[c:5]1[n:6][c:7]([C:11]2=[C:12]([c:23]3[c:22]([O:21][CH2:20][c:19]4[c:18]([F:17])[cH:38][c:37]([F:39])[cH:36][cH:35]4)[cH:27][cH:26][c:25]([C:28]([F:29])([F:30])[F:31])[cH:24]3)[CH2:13][CH2:14][CH2:15]2)[cH:8][cH:9][cH:10]1.